This data is from the Open Reaction Database (ORD), a public repository of structured organic reaction records. The task is: describe an organic reaction: reactants, conditions, products, and yield Starting materials: CN1CCNCC1, COc1ccccc1, [Cl-], [Cl-], [Cl-], [Cl-], CCOC(=O)c1c(Nc2ccc(C)cc2N)sc2ccccc12, [Ti+4]. The product is Cc1ccc2c(c1)N=C(N1CCN(C)CC1)c1c(sc3ccccc13)N2. As a reaction SMILES: [CH3:24][N:25]1[CH2:26][CH2:27][NH:28][CH2:29][CH2:30]1.[CH3:36][O:37][c:38]1[cH:39][cH:40][cH:41][cH:42][cH:43]1.[Cl-:31].[Cl-:32].[Cl-:33].[Cl-:34].[NH2:1][c:2]1[c:3]([NH:4][c:5]2[c:6]([C:14]([O:15][CH2:16][CH3:17])=[O:18])[c:7]3[c:8]([s:9]2)[cH:10][cH:11][cH:12][cH:13]3)[cH:19][cH:20][c:21]([CH3:23])[cH:22]1.[Ti+4:35]>>[N:1]1=[C:14]([N:28]2[CH2:27][CH2:26][N:25]([CH3:24])[CH2:30][CH2:29]2)[c:6]2[c:5]([s:9][c:8]3[c:7]2[cH:13][cH:12][cH:11][cH:10]3)[NH:4][c:3]2[c:2]1[cH:22][c:21]([CH3:23])[cH:20][cH:19]2.